Dataset: the Open Reaction Database (ORD), a public repository of structured organic reaction records. Task: describe an organic reaction: reactants, conditions, products, and yield Starting materials: C(C)(C)N1C(C(N=CC2=C1C=CC=C2C)C2=CC=C(C=C2)O)=O (1,3-dihydro-1-isopropyl-6-methyl-3-(4-hydroxyphenyl)-2H-1,4-benzodiazepin-2-one), [N+](=O)([O-])C=1C=CC2=C(C(=NC(C(N2C)=O)C2=CC=C(C=C2)O)C2=CC=CC=C2)C1 (7-nitro-1,3-dihydro-1-methyl-3-(4-hydroxyphenyl)-5-phenyl-2H-1,4-benzodiazepin-2-one). The product is [N+](=O)([O-])C=1C=CC2=C(C(=NC(C(N2)=O)C2=CC=C(C=C2)O)C2=CC=CC=C2)C1 (1,3-dihydro-7-nitro-3-(4-hydroxyphenyl)-5-phenyl-2H-1,4-benzodiazepin-2-one). As a reaction SMILES: C(N1C2C=CC=C(C)C=2C=NC(C2C=CC(O)=CC=2)C1=O)(C)C.[N+:24]([C:27]1[CH:28]=[CH:29][C:30]2[N:36](C)[C:35](=[O:38])[CH:34]([C:39]3[CH:44]=[CH:43][C:42]([OH:45])=[CH:41][CH:40]=3)[N:33]=[C:32]([C:46]3[CH:51]=[CH:50][CH:49]=[CH:48][CH:47]=3)[C:31]=2[CH:52]=1)([O-:26])=[O:25]>>[N+:24]([C:27]1[CH:28]=[CH:29][C:30]2[NH:36][C:35](=[O:38])[CH:34]([C:39]3[CH:40]=[CH:41][C:42]([OH:45])=[CH:43][CH:44]=3)[N:33]=[C:32]([C:46]3[CH:51]=[CH:50][CH:49]=[CH:48][CH:47]=3)[C:31]=2[CH:52]=1)([O-:26])=[O:25]. Reported procedure: 1,3-dihydro-1-isopropyl-6-methyl-3-(4-hydroxyphenyl)-2H-1,4-benzodiazepin-2-one; 7-nitro-1,3-dihydro-1-methyl-3-(4-hydroxyphenyl)-5-phenyl-2H-1,4-benzodiazepin-2-one; Reactants: O (water), OC1=C(C=CC=C1)CC#N ((2-Hydro xyphenyl)acetonitrile), C([O-])([O-])=O.[K+].[K+] (potassium carbonate), C(C1=CC=CC=C1)Br (benzyl bromide). Solvent: CN(C)C=O (DMF). Reaction conditions: temperature 90 celsius. Yields the product C(C1=CC=CC=C1)OC1=C(C=CC=C1)CC#N ((2-benzyloxyphenyl)acetonitrile). The yield is 120.2%. RXN SMILES: [OH:1][C:2]1[CH:7]=[CH:6][CH:5]=[CH:4][C:3]=1[CH2:8][C:9]#[N:10].[CH2:11](Br)[C:12]1[CH:17]=[CH:16][CH:15]=[CH:14][CH:13]=1.C(=O)([O-])[O-].[K+].[K+].O>CN(C=O)C>[CH2:11]([O:1][C:2]1[CH:7]=[CH:6][CH:5]=[CH:4][C:3]=1[CH2:8][C:9]#[N:10])[C:12]1[CH:17]=[CH:16][CH:15]=[CH:14][CH:13]=1 |f:2.3.4|. Procedure details: (2-Hydro xyphenyl)acetonitrile (1.01 g, 0.0076 mol) was dissolved in DMF (10 ml), and to this solution were successively added benzyl bromide (0.90 ml, 0.0076 mol, 1.0 eq) and anhydrous potassium carbonate (2.1 g, 0.015 mol, 3.0 eq). The mixture was stirred with heating at 90° C. for 1.5 hours. The reaction mixture was cooled to room temperature, and water (10 ml) was added. The mixture was extracted twice with ethyl acetate (30 ml). The organic layers were combined, washed with saturated brine ... Reactants: Cc1ccc2nc(Br)sc2c1, COC(=O)Cc1ccc(N)c(Cl)c1, Cc1ccc(S(=O)(=O)[O-])cc1, Cc1ccccc1C, c1cc[nH+]cc1. The product is COC(=O)Cc1ccc(Nc2nc3ccc(C)cc3s2)c(Cl)c1. RXN SMILES: [Br:1][c:2]1[s:3][c:4]2[c:5]([n:6]1)[cH:7][cH:8][c:9]([CH3:11])[cH:10]2.[NH2:12][c:13]1[c:14]([Cl:24])[cH:15][c:16]([CH2:19][C:20](=[O:21])[O:22][CH3:23])[cH:17][cH:18]1.[c:25]1([CH3:26])[cH:27][cH:28][c:29]([S:30]([O-:31])(=[O:32])=[O:33])[cH:34][cH:35]1.[c:42]1([CH3:43])[c:44]([CH3:45])[cH:46][cH:47][cH:48][cH:49]1.[nH+:36]1[cH:37][cH:38][cH:39][cH:40][cH:41]1>>[c:2]1([NH:12][c:13]2[c:14]([Cl:24])[cH:15][c:16]([CH2:19][C:20](=[O:21])[O:22][CH3:23])[cH:17][cH:18]2)[s:3][c:4]2[c:5]([n:6]1)[cH:7][cH:8][c:9]([CH3:11])[cH:10]2. Reactants: C(=O)(O)CCC\C=C/[C@H]1N(C[C@@H](C1)NS(=O)(=O)C1=CC=C(C=C1)Cl)CC=1C=NC=CC1 ((2S,4R)-2-[(Z)-5-carboxy-1-pentenyl]-4-(4-chlorophenylsulfonylamino)-1-(3-pyridylmethyl)pyrrolidine), Cl (hydrogen chloride). Run in C(C)(=O)OCC (ethyl acetate), C(C)(=O)OCC (ethyl acetate). Product: Cl.C(=O)(O)CCC\C=C/[C@H]1N(C[C@@H](C1)NS(=O)(=O)C1=CC=C(C=C1)Cl)CC=1C=NC=CC1 ((2S,4R)-2-[(Z)-5-carboxy-1-pentenyl]-4-(4-chlorophenylsulfonylamino)-1-(3-pyridylmethyl)pyrrolidine hydrochloride). Isolated yield 178.3%. Reaction SMILES: [C:1]([CH2:4][CH2:5][CH2:6]/[CH:7]=[CH:8]\[C@@H:9]1[CH2:13][C@@H:12]([NH:14][S:15]([C:18]2[CH:23]=[CH:22][C:21]([Cl:24])=[CH:20][CH:19]=2)(=[O:17])=[O:16])[CH2:11][N:10]1[CH2:25][C:26]1[CH:27]=[N:28][CH:29]=[CH:30][CH:31]=1)([OH:3])=[O:2].Cl>C(OCC)(=O)C>[ClH:24].[C:1]([CH2:4][CH2:5][CH2:6]/[CH:7]=[CH:8]\[C@@H:9]1[CH2:13][C@@H:12]([NH:14][S:15]([C:18]2[CH:23]=[CH:22][C:21]([Cl:24])=[CH:20][CH:19]=2)(=[O:16])=[O:17])[CH2:11][N:10]1[CH2:25][C:26]1[CH:27]=[N:28][CH:29]=[CH:30][CH:31]=1)([OH:3])=[O:2] |f:3.4|. Reported procedure: A solution of (2S,4R)-2-[(Z)-5-carboxy-1-pentenyl]-4-(4-chlorophenylsulfonylamino)-1-(3-pyridylmethyl)pyrrolidine (104 mg) in ethyl acetate (5 ml) was added 1N-hydrogen chloride in ethyl acetate (0.25 ml) and the precipitated brown solid was collected and dried in vacuo to give (2S,4R)-2-[(Z)-5-carboxy-1-pentenyl]-4-(4-chlorophenylsulfonylamino)-1-(3-pyridylmethyl)pyrrolidine hydrochloride (100 mg) as a brown powder. Starting materials: BrCC1=CC=C(C=C1)C1=NOC(=C1)C(=O)N (3-(4-bromomethyl-phenyl)-isoxazole-5-carboxylic acid amide), BrCC1=CC=C(C=C1)C1=NOC(=C1)C(=O)N (3-(4-bromomethyl-phenyl)-isoxazole-5-carboxylic acid amide), O (H2O), N1N=NC2=C1C=CC=C2 (benzotriazole), [H-].[Na+] (NaH). Solvent: CN(C)C=O (DMF), CN(C)C=O (DMF). Run at time 20 minute. The product is N1(N=NC2=C1C=CC=C2)CC2=CC=C(C=C2)C2=NOC(=C2)C(=O)N (3-(4-benzotriazol-1-ylmethyl-phenyl)-isoxazole-5-carboxylic acid amide). Yield: 35.1%. RXN SMILES: [NH:1]1[C:5]2[CH:6]=[CH:7][CH:8]=[CH:9][C:4]=2[N:3]=[N:2]1.[H-].[Na+].Br[CH2:13][C:14]1[CH:19]=[CH:18][C:17]([C:20]2[CH:24]=[C:23]([C:25]([NH2:27])=[O:26])[O:22][N:21]=2)=[CH:16][CH:15]=1.O>CN(C=O)C>[N:1]1([CH2:13][C:14]2[CH:15]=[CH:16][C:17]([C:20]3[CH:24]=[C:23]([C:25]([NH2:27])=[O:26])[O:22][N:21]=3)=[CH:18][CH:19]=2)[C:5]2[CH:6]=[CH:7][CH:8]=[CH:9][C:4]=2[N:3]=[N:2]1 |f:1.2|. Procedure: To a mixture of benzotriazole (13 mg, 0.11 mmol) in DMF (1 mL) was added NaH (60% dispersion; 5 mg, 0.125 mmol). The mixture was stirred for 20 min and then a solution of 3-(4-bromomethyl-phenyl)-isoxazole-5-carboxylic acid amide (which may be prepared as described in Preparation of Intermediate 14; 30 mg, 0.107 mmol) in DMF (1 mL) was added. The reaction mixture was stirred at room temperature overnight. H2O was added and the mixture was extracted with EtOAc (3×25 mL). The combined organic laye...